From a dataset of the Open Reaction Database (ORD), a public repository of structured organic reaction records. describe an organic reaction: reactants, conditions, products, and yield Starting materials: C1(=CC=CC=C1)CCCO (phenylpropyl alcohol), SC(C(=O)O)C (2-mercaptopropionic acid), C1(=CC=C(C=C1)S(=O)(=O)O)C (para-toluene sulphonic acid). Yields the product C1(=CC=CC=C1)CCCOC(C(C)S)=O (PHENYLPROPYL-2-MERCAPTOPROPIONATE). RXN SMILES: [C:1]1([CH2:7][CH2:8][CH2:9][OH:10])[CH:6]=[CH:5][CH:4]=[CH:3][CH:2]=1.[SH:11][CH:12]([CH3:16])[C:13](O)=[O:14].C1(C)C=CC(S(O)(=O)=O)=CC=1>>[C:1]1([CH2:7][CH2:8][CH2:9][O:10][C:13](=[O:14])[CH:12]([SH:11])[CH3:16])[CH:6]=[CH:5][CH:4]=[CH:3][CH:2]=1. Procedure details: Into a 100 ml reaction flask equipped with reflux condenser, hot plate (with stirring apparatus contained within) and spin bar are placed 13.6 grams phenylpropyl alcohol; 4.0 grams of 2-mercaptopropionic acid; and 0.1 grams of para-toluene sulphonic acid. The reaction mass is maintained at reflux for a period of 9 hours with stirring. At the end of the 9 hour period, the reaction mass is cooled and fractionally distilled on a micro distillation apparatus yielding the compound having the structur...